From a dataset of the Open Reaction Database (ORD), a public repository of structured organic reaction records. describe an organic reaction: reactants, conditions, products, and yield Reactants: O.[OH-].[Li+] (Lithium hydroxide monohydrate), NC1=NC(=CC(=N1)C1=CC=C2CCN(CC2=C1)C(=O)N[C@H](C(=O)OC)CC1=CC=CC=C1)N1CCN(CC1)C (methyl (2S)-2-({[7-[2-amino-6-(4-methylpiperazin-1-yl)pyrimidin-4-yl]-3,4-dihydroisoquinolin-2(1H)-yl]carbonyl}amino)-3-phenylpropanoate), [Li+].[Cl-] (LiCl), Cl (HCl). Solvent: CO (methanol), O (water), O1CCOCC1 (1,4-dioxane). Reaction conditions: time 8 hour. Product: NC1=NC(=CC(=N1)C1=CC=C2CCN(CC2=C1)C(=O)N[C@H](C(=O)O)CC1=CC=CC=C1)N1CCN(CC1)C ((S)-2-(7-(2-amino-6-(4-methylpiperazin-1-yl)pyrimidin-4-yl)-1,2,3,4-tetrahydroisoquinoline-2-carboxamido)-3-phenylpropanoic acid). RXN SMILES: O.[OH-].[Li+].[NH2:4][C:5]1[N:10]=[C:9]([C:11]2[CH:20]=[C:19]3[C:14]([CH2:15][CH2:16][N:17]([C:21]([NH:23][C@@H:24]([CH2:29][C:30]4[CH:35]=[CH:34][CH:33]=[CH:32][CH:31]=4)[C:25]([O:27]C)=[O:26])=[O:22])[CH2:18]3)=[CH:13][CH:12]=2)[CH:8]=[C:7]([N:36]2[CH2:41][CH2:40][N:39]([CH3:42])[CH2:38][CH2:37]2)[N:6]=1.Cl.[Li+].[Cl-]>CO.O.O1CCOCC1>[NH2:4][C:5]1[N:10]=[C:9]([C:11]2[CH:20]=[C:19]3[C:14]([CH2:15][CH2:16][N:17]([C:21]([NH:23][C@@H:24]([CH2:29][C:30]4[CH:35]=[CH:34][CH:33]=[CH:32][CH:31]=4)[C:25]([OH:27])=[O:26])=[O:22])[CH2:18]3)=[CH:13][CH:12]=2)[CH:8]=[C:7]([N:36]2[CH2:37][CH2:38][N:39]([CH3:42])[CH2:40][CH2:41]2)[N:6]=1 |f:0.1.2,5.6|. Reported procedure: Lithium hydroxide monohydrate (7.1 mg, 0.17 mmol) was added to a mixture of methyl (2S)-2-({[7-[2-amino-6-(4-methylpiperazin-1-yl)pyrimidin-4-yl]-3,4-dihydroisoquinolin-2(1H)-yl]carbonyl}amino)-3-phenylpropanoate (30 mg, 0.057 mmol) in methanol (0.6 mL) and water (0.2 mL). The reaction mixture was stirred at r.t. overnight, and adjusted with 4N HCl in 1,4-dioxane to pH=5. The volatiles were removed under reduced pressure to afford the product which contaminated with LiCl and was directly used fo...